The task is: describe an organic reaction: reactants, conditions, products, and yield. This data is from the Open Reaction Database (ORD), a public repository of structured organic reaction records. Starting materials: OCCC1C(O1)(C)C1C2(CO2)CCC(C1OC)OC(=O)N1CCOCC1 (4-[3-(2-hydroxyethyl)-2-methyloxiranyl]-5-methoxy-6-(morpholinocarbonyloxy)-1-oxaspiro[2,5]octane), [H-].[Na+] (sodium hydride), C(CCC)N=C=O (butyl isocyanate). Solvent: C(C)OCC (diethyl ether), O1CCCC1 (tetrahydrofuran). Conditions: time 2 hour. Product: C(CCC)NC(=O)OCCC1C(O1)(C)C1C2(CO2)CCC(C1OC)OC(=O)N1CCOCC1 (4-[3-(2-butylcarbamoyloxyethyl)-2-methyloxiranyl]-5-methoxy-6-(morpholinocarbonyloxy)-1-oxaspiro[2,5]octane). Yield: 76.8%. RXN SMILES: [OH:1][CH2:2][CH2:3][CH:4]1[O:6][C:5]1([CH:8]1[CH:15]([O:16][CH3:17])[CH:14]([O:18][C:19]([N:21]2[CH2:26][CH2:25][O:24][CH2:23][CH2:22]2)=[O:20])[CH2:13][CH2:12][C:9]21[O:11][CH2:10]2)[CH3:7].[H-].[Na+].[CH2:29]([N:33]=[C:34]=[O:35])[CH2:30][CH2:31][CH3:32]>O1CCCC1.C(OCC)C>[CH2:29]([NH:33][C:34]([O:1][CH2:2][CH2:3][CH:4]1[O:6][C:5]1([CH:8]1[CH:15]([O:16][CH3:17])[CH:14]([O:18][C:19]([N:21]2[CH2:22][CH2:23][O:24][CH2:25][CH2:26]2)=[O:20])[CH2:13][CH2:12][C:9]21[O:11][CH2:10]2)[CH3:7])=[O:35])[CH2:30][CH2:31][CH3:32] |f:1.2|. Procedure details: To a solution of 4-[3-(2-hydroxyethyl)-2-methyloxiranyl]-5-methoxy-6-(morpholinocarbonyloxy)-1-oxaspiro[2,5]octane (11.1 mg) in anhydrous tetrahydrofuran (1 ml) was added sodium hydride (60% oil dispersion, 2.4 mg) in one portion under ice cooling. The mixture was stirred for half an hour at the same temperature and butyl isocyanate (4.5 mg) was added. After stirred for 2 hours at ambient temperature, the solvent was diluted with diethyl ether (2 ml) and washed with water, dried, and evaporated ... Starting materials: C1CCOC1, CN1CCC(c2c[nH]c3ccc(O)cc23)CC1, O=[N+]([O-])c1ccc(S(=O)(=O)Cl)cc1, [Na+], [OH-]. The product is CN1CCC(c2c[nH]c3ccc(OS(=O)(=O)c4ccc([N+](=O)[O-])cc4)cc23)CC1. As a reaction SMILES: [CH2:33]1[O:34][CH2:35][CH2:36][CH2:37]1.[CH3:14][N:15]1[CH2:16][CH2:17][CH:18]([c:21]2[cH:22][nH:23][c:24]3[cH:25][cH:26][c:27]([OH:30])[cH:28][c:29]23)[CH2:19][CH2:20]1.[N+:1](=[O:2])([O-:3])[c:4]1[cH:5][cH:6][c:7]([S:10](=[O:11])(=[O:12])[Cl:13])[cH:8][cH:9]1.[Na+:32].[OH-:31]>>[N+:1](=[O:2])([O-:3])[c:4]1[cH:5][cH:6][c:7]([S:10](=[O:11])(=[O:12])[O:30][c:27]2[cH:26][cH:25][c:24]3[nH:23][cH:22][c:21]([CH:18]4[CH2:17][CH2:16][N:15]([CH3:14])[CH2:20][CH2:19]4)[c:29]3[cH:28]2)[cH:8][cH:9]1. Reactants: CN1C=C(C(C2=CC(=C(C(=C12)OC)F)F)=O)C(=O)OCC (ethyl 1-methyl-6,7-difluoro-1,4-dihydro-8-methoxy-4-oxoquinoline-3-carboxylate), [N+](=O)([O-])[O-].[K+] (KNO3), ice water. Run in OS(=O)(=O)O (H2SO4). Reaction conditions: temperature 0 celsius, time 1 hour. Product: CN1C=C(C(C2=C(C(=C(C(=C12)OC)F)F)[N+](=O)[O-])=O)C(=O)OCC (ethyl 1-methyl-6,7-difluoro-1,4-dihydro-8-methoxy-5-nitro-4-oxoquinoline-3-carboxylate). Isolated yield 83.1%. Reaction SMILES: [CH3:1][N:2]1[C:11]2[C:6](=[CH:7][C:8]([F:15])=[C:9]([F:14])[C:10]=2[O:12][CH3:13])[C:5](=[O:16])[C:4]([C:17]([O:19][CH2:20][CH3:21])=[O:18])=[CH:3]1.[N+:22]([O-])([O-:24])=[O:23].[K+]>OS(O)(=O)=O>[CH3:1][N:2]1[C:11]2[C:6](=[C:7]([N+:22]([O-:24])=[O:23])[C:8]([F:15])=[C:9]([F:14])[C:10]=2[O:12][CH3:13])[C:5](=[O:16])[C:4]([C:17]([O:19][CH2:20][CH3:21])=[O:18])=[CH:3]1 |f:1.2|. Procedure details: A solution of ethyl 1-methyl-6,7-difluoro-1,4-dihydro-8-methoxy-4-oxoquinoline-3-carboxylate (800 mg, 2.69 mmol) in concentrated H2SO4 (7 mL) was treated portionwise at 0° C. with solid KNO3 (380 mg, 3.76 mmol). After stirring at 0° C. for 1 h, the reaction mixture was poured into ice-water and the resulting precipitate was removed by filtration. The resulting solid washed with EtOH, dried to yield ethyl 1-methyl-6,7-difluoro-1,4-dihydro-8-methoxy-5-nitro-4-oxoquinoline-3-carboxylate (765 mg, 83... As a reaction SMILES: [Br:1][c:2]1[c:3]([CH:12]=[CH:13][C:14](=[O:15])[NH:16][c:17]2[cH:18][c:19]3[cH:20][cH:21][nH:22][c:23]3[cH:24][cH:25]2)[cH:4][cH:5][c:6]([C:8]([F:9])([F:10])[F:11])[cH:7]1.[n:26]1[cH:27][c:28]([B:32]([OH:33])[OH:34])[cH:29][cH:30][cH:31]1>>[c:2]1(-[c:28]2[cH:27][n:26][cH:31][cH:30][cH:29]2)[c:3]([CH:12]=[CH:13][C:14](=[O:15])[NH:16][c:17]2[cH:18][c:19]3[cH:20][cH:21][nH:22][c:23]3[cH:24][cH:25]2)[cH:4][cH:5][c:6]([C:8]([F:9])([F:10])[F:11])[cH:7]1. Reactants: O=C(C=Cc1ccc(C(F)(F)F)cc1Br)Nc1ccc2[nH]ccc2c1, OB(O)c1cccnc1. The product is O=C(C=Cc1ccc(C(F)(F)F)cc1-c1cccnc1)Nc1ccc2[nH]ccc2c1.